The task is: describe an organic reaction: reactants, conditions, products, and yield. This data is from the Open Reaction Database (ORD), a public repository of structured organic reaction records. Reactants: C(C)OC(C1=C(C=C(C(=O)OCC)C(=C1)O)O)=O (2,5-dihydroxy terephthalic acid diethyl ester), C([O-])([O-])=O.[K+].[K+] (potassium carbonate), BrCCCCC (1-bromopentane). Reagents/catalysts: [I-].[K+] (potassium iodide). Solvent: C1(CCCC1)=O (cyclopentanone). The product is C(CCCC)OC1=C(C(=O)O)C=C(C(=C1)C(=O)O)OCCCCC (2,5-bis(pentyloxy) terephthalic acid). The yield is 140.2%. RXN SMILES: C([O:3][C:4](=[O:18])[C:5]1[CH:15]=[C:14]([OH:16])[C:8]([C:9]([O:11]CC)=[O:10])=[CH:7][C:6]=1[OH:17])C.C(=O)([O-])[O-].[K+].[K+].Br[CH2:26][CH2:27][CH2:28][CH2:29][CH3:30]>C1(=O)CCCC1.[I-].[K+]>[CH2:26]([O:16][C:14]1[CH:15]=[C:5]([C:4]([OH:3])=[O:18])[C:6]([O:17][CH2:7][CH2:6][CH2:5][CH2:15][CH3:14])=[CH:7][C:8]=1[C:9]([OH:11])=[O:10])[CH2:27][CH2:28][CH2:29][CH3:30] |f:1.2.3,6.7|. Procedure details: A mixture of 25.4 g of 2,5-dihydroxy terephthalic acid diethyl ester, 30.0 g potassium carbonate, 1 g potassium iodide and 31.5 g 1-bromopentane was heated to boiling-point in cyclopentanone for at least 24 hours. The solvent was withdrawn and 250 ml of 5 wt % caustic potash and 20 ml ethanol was added to the residue, which was then heated to boiling-point for at least 24 hours. After cooling to room temperature the product was precipitated by acidifying with hydrochloric acid and was recrystall... Reported procedure: The title compound was prepared using standard chemical manipulations and procedures similar to those used for the preparation of compound 1.2, except tert-butyl 4-(3-chloroimidazo[1,5-a]pyridin-7-yl)piperidine-1-carboxylate (compound 68.2) was used in place of tert-butyl 4-(4-cyanophenyl)piperidine-1-carboxylate (compound 1.1) to yield the title compound as a yellow solid. Product: Cl.ClC1=NC=C2N1C=CC(=C2)C2CCNCC2 (3-Chloro-7-(piperidin-4-yl)imidazo[1,5-a]pyridine hydrochloride). The reactants are Cl.N1CCC(CC1)C1=CC=C(C#N)C=C1 (4-(piperidin-4-yl)benzonitrile hydrochloride), ClC1=NC=C2N1C=CC(=C2)C2CCN(CC2)C(=O)OC(C)(C)C (tert-butyl 4-(3-chloroimidazo[1,5-a]pyridin-7-yl)piperidine-1-carboxylate), ClC1=NC=C2N1C=CC(=C2)C2CCN(CC2)C(=O)OC(C)(C)C (tert-butyl 4-(3-chloroimidazo[1,5-a]pyridin-7-yl)piperidine-1-carboxylate), C(#N)C1=CC=C(C=C1)C1CCN(CC1)C(=O)OC(C)(C)C (tert-butyl 4-(4-cyanophenyl)piperidine-1-carboxylate). As a reaction SMILES: Cl.N1CCC(C2C=CC(C#N)=CC=2)CC1.[Cl:16][C:17]1[N:21]2[CH:22]=[CH:23][C:24]([CH:26]3[CH2:31][CH2:30][N:29](C(OC(C)(C)C)=O)[CH2:28][CH2:27]3)=[CH:25][C:20]2=[CH:19][N:18]=1.C(C1C=CC(C2CCN(C(OC(C)(C)C)=O)CC2)=CC=1)#N>>[ClH:16].[Cl:16][C:17]1[N:21]2[CH:22]=[CH:23][C:24]([CH:26]3[CH2:31][CH2:30][NH:29][CH2:28][CH2:27]3)=[CH:25][C:20]2=[CH:19][N:18]=1 |f:0.1,4.5|. Reaction SMILES: [CH3:1][O:2][C:3]1[CH:4]=[C:5]([CH:9]=[CH:10][C:11](=O)[CH3:12])[CH:6]=[CH:7][CH:8]=1.[C:14]1(=[O:21])[CH2:19][CH2:18][CH2:17][C:16](=O)[CH2:15]1.C([O-])(=O)C.[NH4+:26]>C(O)C>[CH3:1][O:2][C:3]1[CH:4]=[C:5]([CH:9]2[C:15]3[C:14](=[O:21])[CH2:19][CH2:18][CH2:17][C:16]=3[NH:26][C:11]([CH3:12])=[CH:10]2)[CH:6]=[CH:7][CH:8]=1 |f:2.3|. Reported procedure: A solution of 1-(3-methoxyphenyl)but-1-en-3-one (2.07 g), 1,3-cyclohexanedione (1.37 g) and ammonium acetate (1.39 g) in ethanol (20 mL) was stirred at reflux for 10 hours. The reaction was worked up as described in Example 8 and purified by chromatography (10% v/v ethyl ether in methylene chloride) to yield the title compound (1.14 g) as an off-white solid. Recrystallization from ethanol/hexane gave analytically pure material, mp 164°-167° C.; NMR: 1.71 (s,3, CH3), 1.82-1.88 (m,2, CH2), 2.13-2.... Yield: 36.0%. Yields the product COC=1C=C(C=CC1)C1C=C(NC=2CCCC(C12)=O)C (4-(3-Methoxyphenyl)-2-methyl-4,6,7,8-tetrahydro-5 (1H)-quinolone). The reactants are COC=1C=C(C=CC1)C=CC(C)=O (1-(3-methoxyphenyl)but-1-en-3-one), C1(CC(CCC1)=O)=O (1,3-cyclohexanedione), C(C)(=O)[O-].[NH4+] (ammonium acetate). Run in C(C)O (ethanol). Reactants: ClC=1C=C(C=CC1)CCC(C(C(=O)OC(C)(C)C)=NO)=O (t-butyl 5-(m-chlorophenyl)-2-hydroximino-3-oxopentanoate), CCOC(=O)CC(=O)CC(=O)OCC (diethyl acetonedicarboxylate), C(C)(=O)[O-].[Na+] (sodium acetate). Reagents/catalysts: [Zn] (Zn). Solvent: C(C)(=O)O (acetic acid). Run at time 1.5 hour. Product: C(C)(C)(C)OC(=O)C1=C(C(=C(N1)CC(=O)OCC)C(=O)OCC)CCC1=CC(=CC=C1)Cl (ethyl 5-(t-butoxycarbonyl)-4-[2-(m-chlorophenyl)ethyl]-3-ethoxycarbonylpyrrole-2-acetate). Yield: 30.9%. RXN SMILES: [Cl:1][C:2]1[CH:3]=[C:4]([CH2:8][CH2:9][C:10](=O)[C:11](=[N:19]O)[C:12]([O:14][C:15]([CH3:18])([CH3:17])[CH3:16])=[O:13])[CH:5]=[CH:6][CH:7]=1.[CH3:22][CH2:23][O:24][C:25]([CH2:27][C:28]([CH2:30][C:31]([O:33][CH2:34][CH3:35])=[O:32])=O)=[O:26].C([O-])(=O)C.[Na+]>[Zn].C(O)(=O)C>[C:15]([O:14][C:12]([C:11]1[NH:19][C:28]([CH2:27][C:25]([O:24][CH2:23][CH3:22])=[O:26])=[C:30]([C:31]([O:33][CH2:34][CH3:35])=[O:32])[C:10]=1[CH2:9][CH2:8][C:4]1[CH:5]=[CH:6][CH:7]=[C:2]([Cl:1])[CH:3]=1)=[O:13])([CH3:18])([CH3:17])[CH3:16] |f:2.3|. Procedure: Crude t-butyl 5-(m-chlorophenyl)-2-hydroximino-3-oxopentanoate (43 g., 0.15 mol) and diethyl acetonedicarboxylate (28 ml, 30.3 g, 0.15 mol) are placed in a 1 liter round bottom flask and 250 ml of glacial acetic acid added. With stirring, 25 g (0.30 mol) anhydrous sodium acetate is added followed by 26 g Zn dust (94% fine, 0.364 mol) in a portionwise manner so that the exotherm does not bring the reaction to reflux. When addition is complete, the reaction is heated on a steam bath for one hour. ... The reactants are CC(C)C[Al+]CC(C)C, CCCCCC, CCO, [Cl-]. Yields the product CCO[Al](Cl)CC(C)C. Reaction SMILES: [CH2:5]([CH:6]([CH3:7])[CH3:8])[Al+:9][CH2:10][CH:11]([CH3:12])[CH3:13].[CH3:14][CH2:15][CH2:16][CH2:17][CH2:18][CH3:19].[CH3:1][CH2:2][OH:3].[Cl-:4]>>[CH3:1][CH2:2][O:3][Al:9]([Cl:4])[CH2:5][CH:6]([CH3:7])[CH3:8]. The reactants are Fc1ccc2c(-c3ccc(OCCCBr)cc3)noc2c1, O=C([O-])[O-], CC#N, NCc1ccc(F)c(F)c1, [I-], [K+], [K+], [K+]. Yields the product Fc1ccc2c(-c3ccc(OCCCNCc4ccc(F)c(F)c4)cc3)noc2c1. Reaction SMILES: [Br:1][CH2:2][CH2:3][CH2:4][O:5][c:6]1[cH:7][cH:8][c:9](-[c:12]2[n:13][o:14][c:15]3[c:16]2[cH:17][cH:18][c:19]([F:21])[cH:20]3)[cH:10][cH:11]1.[C:32](=[O:33])([O-:34])[O-:35].[CH3:40][C:41]#[N:42].[F:22][c:23]1[cH:24][c:25]([CH2:26][NH2:27])[cH:28][cH:29][c:30]1[F:31].[I-:39].[K+:36].[K+:37].[K+:38]>>[CH2:2]([CH2:3][CH2:4][O:5][c:6]1[cH:7][cH:8][c:9](-[c:12]2[n:13][o:14][c:15]3[c:16]2[cH:17][cH:18][c:19]([F:21])[cH:20]3)[cH:10][cH:11]1)[NH:27][CH2:26][c:25]1[cH:24][c:23]([F:22])[c:30]([F:31])[cH:29][cH:28]1. Reactants: FC(F)(F)c1ccc(-c2cc(C(F)(F)F)nc(-c3cccc(Br)c3)n2)cc1, CC(C)(C)COS(=O)(=O)c1cccc(B(O)O)c1. Product: CC(C)(C)COS(=O)(=O)c1cccc(-c2cccc(-c3nc(-c4ccc(C(F)(F)F)cc4)cc(C(F)(F)F)n3)c2)c1. Reaction SMILES: [Br:1][c:2]1[cH:3][c:4](-[c:8]2[n:9][c:10](-[c:18]3[cH:19][cH:20][c:21]([C:24]([F:25])([F:26])[F:27])[cH:22][cH:23]3)[cH:11][c:12]([C:14]([F:15])([F:16])[F:17])[n:13]2)[cH:5][cH:6][cH:7]1.[CH3:28][C:29]([CH2:30][O:31][S:32](=[O:33])(=[O:34])[c:35]1[cH:36][c:37]([B:41]([OH:42])[OH:43])[cH:38][cH:39][cH:40]1)([CH3:44])[CH3:45]>>[c:2]1(-[c:37]2[cH:36][c:35]([S:32]([O:31][CH2:30][C:29]([CH3:28])([CH3:44])[CH3:45])(=[O:33])=[O:34])[cH:40][cH:39][cH:38]2)[cH:3][c:4](-[c:8]2[n:9][c:10](-[c:18]3[cH:19][cH:20][c:21]([C:24]([F:25])([F:26])[F:27])[cH:22][cH:23]3)[cH:11][c:12]([C:14]([F:15])([F:16])[F:17])[n:13]2)[cH:5][cH:6][cH:7]1. Reaction SMILES: [C:1]1([C:7]2[CH:12]=[CH:11][N:10]=[C:9]([N:13]3[CH2:20][CH:19]4[CH:15]([CH2:16][NH:17][CH2:18]4)[CH2:14]3)[N:8]=2)[CH:6]=[CH:5][CH:4]=[CH:3][CH:2]=1.[N:21]1([C:26]2[CH:34]=[CH:33][CH:32]=[CH:31][C:27]=2[C:28](O)=[O:29])[CH:25]=[CH:24][CH:23]=[N:22]1>>[C:1]1([C:7]2[CH:12]=[CH:11][N:10]=[C:9]([N:13]3[CH2:14][CH:15]4[CH:19]([CH2:18][N:17]([C:28]([C:27]5[CH:31]=[CH:32][CH:33]=[CH:34][C:26]=5[N:21]5[CH:25]=[CH:24][CH:23]=[N:22]5)=[O:29])[CH2:16]4)[CH2:20]3)[N:8]=2)[CH:2]=[CH:3][CH:4]=[CH:5][CH:6]=1. The product is C1(=CC=CC=C1)C1=NC(=NC=C1)N1CC2CN(CC2C1)C(=O)C1=C(C=CC=C1)N1N=CC=C1 (2-(4-Phenylpyrimidin-2-yl)-5-{[2-(1H-pyrazol-1-yl)phenyl]carbonyl}octahydro-pyrrolo[3,4-c]pyrrole). Procedure details: The title compound was prepared in a manner analogous to Example 15 utilizing Intermediate 26 and 2-pyrazol-1-yl-benzoic acid. MS (ESI) mass calcd. for C26H24N6, 436.52; m/z found, 437.2 [M+H]+. The reactants are C1(=CC=CC=C1)C1=NC(=NC=C1)N1CC2CNCC2C1 (2-(4-Phenyl-pyrimidin-2-yl)-octahydro-pyrrolo[3,4-c]pyrrole), N1(N=CC=C1)C1=C(C(=O)O)C=CC=C1 (2-pyrazol-1-yl-benzoic acid). Starting materials: CC(C)(Br)C(=O)O, C=C(C)C, ClCCl, O=S(=O)(O)C(F)(F)F. Product: CC(C)(C)OC(=O)C(C)(C)Br. As a reaction SMILES: [Br:5][C:6]([C:7](=[O:8])[OH:9])([CH3:10])[CH3:11].[CH2:1]=[C:2]([CH3:3])[CH3:4].[Cl:20][CH2:21][Cl:22].[F:12][C:13]([F:14])([F:15])[S:16]([OH:17])(=[O:18])=[O:19]>>[CH3:1][C:2]([CH3:3])([CH3:4])[O:9][C:7]([C:6]([Br:5])([CH3:10])[CH3:11])=[O:8].